Task: describe an organic reaction: reactants, conditions, products, and yield. Dataset: the Open Reaction Database (ORD), a public repository of structured organic reaction records The reactants are CCO, [Na+], CCOC(=O)C1(CCCn2c(=O)ccc3ccc(OC)cc32)CCN(Cc2cc3c(cn2)OCCO3)CC1, [OH-]. Yields the product COc1ccc2ccc(=O)n(CCCC3(C(=O)O)CCN(Cc4cc5c(cn4)OCCO5)CC3)c2c1. RXN SMILES: [CH3:41][CH2:42][OH:43].[Na+:40].[O:1]1[CH2:2][CH2:3][O:4][c:5]2[cH:6][n:7][c:8]([CH2:11][N:12]3[CH2:13][CH2:14][C:15]([C:18](=[O:19])[O:20][CH2:21][CH3:22])([CH2:23][CH2:24][CH2:25][n:26]4[c:27](=[O:38])[cH:28][cH:29][c:30]5[cH:31][cH:32][c:33]([O:36][CH3:37])[cH:34][c:35]45)[CH2:16][CH2:17]3)[cH:9][c:10]21.[OH-:39]>>[O:1]1[CH2:2][CH2:3][O:4][c:5]2[cH:6][n:7][c:8]([CH2:11][N:12]3[CH2:13][CH2:14][C:15]([C:18](=[O:19])[OH:20])([CH2:23][CH2:24][CH2:25][n:26]4[c:27](=[O:38])[cH:28][cH:29][c:30]5[cH:31][cH:32][c:33]([O:36][CH3:37])[cH:34][c:35]45)[CH2:16][CH2:17]3)[cH:9][c:10]21.